This data is from the Open Reaction Database (ORD), a public repository of structured organic reaction records. The task is: describe an organic reaction: reactants, conditions, products, and yield Procedure details: To a suspension of 2-acetamido-5-methyl-7-chloro-1,8-naphthyridine (23.5 g., 0.10 mole) in 250 ml. of methanol is added sodium methoxide (16.2 g., 0.30 mole). The resulting solution is stirred at reflux under nitrogen atmosphere for 18 hours. The methanol is removed in vacuo and the residue is taken up in chloroform (250 ml.) and water (100 ml.). The chloroform layer is separated, dried over anhydrous sodium sulfate, filtered and concentrated in vacuo. The residue is recrystallized from ethanol ... Solvent: CO (methanol). Product: NC1=NC2=NC(=CC(=C2C=C1)C)OC (2-amino-5-methyl-7-methoxy-1,8-naphthyridine). As a reaction SMILES: C([NH:4][C:5]1[CH:14]=[CH:13][C:12]2[C:7](=[N:8][C:9](Cl)=[CH:10][C:11]=2[CH3:15])[N:6]=1)(=O)C.[CH3:17][O-:18].[Na+]>CO>[NH2:4][C:5]1[CH:14]=[CH:13][C:12]2[C:7](=[N:8][C:9]([O:18][CH3:17])=[CH:10][C:11]=2[CH3:15])[N:6]=1 |f:1.2|. Reactants: C[O-].[Na+] (sodium methoxide), C(C)(=O)NC1=NC2=NC(=CC(=C2C=C1)C)Cl (2-acetamido-5-methyl-7-chloro-1,8-naphthyridine).